Dataset: the Open Reaction Database (ORD), a public repository of structured organic reaction records. Task: describe an organic reaction: reactants, conditions, products, and yield Reactants: CuBr2, O (Water), N(=O)[O-].[Na+] (NaNO2), NC1=C(C=C(C=C1Br)C1=NN(CCC1)C(C1=CC(=C(C=C1)Cl)Cl)=O)Br (3-(4-amino-3,5-dibromophenyl)-1-(3,4-dichlorobenzoyl)-1,4,5,6-tetrahydropyridazine), O (water). The solvent is Br (HBr), C(C)O (ethanol), Br (HBr). Product: BrC=1C=C(C=C(C1)Br)C1=NN(CCC1)C(C1=CC(=C(C=C1)Cl)Cl)=O (3-(3,5-Dibromophenyl)-1-(3,4-dichlorobenzoyl)-1,4,5,6-tetrahydropyridazine). RXN SMILES: N([O-])=O.[Na+].N[C:6]1[C:11]([Br:12])=[CH:10][C:9]([C:13]2[CH2:18][CH2:17][CH2:16][N:15]([C:19](=[O:28])[C:20]3[CH:25]=[CH:24][C:23]([Cl:26])=[C:22]([Cl:27])[CH:21]=3)[N:14]=2)=[CH:8][C:7]=1[Br:29].O>C(O)C.Br>[Br:29][C:7]1[CH:8]=[C:9]([C:13]2[CH2:18][CH2:17][CH2:16][N:15]([C:19](=[O:28])[C:20]3[CH:25]=[CH:24][C:23]([Cl:26])=[C:22]([Cl:27])[CH:21]=3)[N:14]=2)[CH:10]=[C:11]([Br:12])[CH:6]=1 |f:0.1|. Procedure details: NaNO2 (0.24 g, 3.43 mmol) was added to a suspension of 3-(4-amino-3,5-dibromophenyl)-1-(3,4-dichlorobenzoyl)-1,4,5,6-tetrahydropyridazine (1.0 g, 1.98 mmol, HBr (25%, 3 mL) and water (6 mL)in ethanol (50 mL). The resulting mixture was stirred and heated at a low temperature for 1.5 hours. CuBr2 in HBr (48%, 6 mM) was added to the reaction mixture and the resulting mixture was stirred for 3 hours at room temperature. Water was added to the reaction and a solid precipitated from this mixture. The ... Reactants: COc1ccc(Br)c(C(=O)O)c1, C1CCOC1, CO, Cl. Product: COc1ccc(Br)c(CO)c1. RXN SMILES: [Br:1][c:2]1[c:3]([C:4](=[O:5])[OH:6])[cH:7][c:8]([O:11][CH3:12])[cH:9][cH:10]1.[CH2:14]1[O:15][CH2:16][CH2:17][CH2:18]1.[CH3:19][OH:20].[ClH:13]>>[Br:1][c:2]1[c:3]([CH2:4][OH:5])[cH:7][c:8]([O:11][CH3:12])[cH:9][cH:10]1. The reactants are CC([C@H](C(=O)O)N1C(C2=CC=C(C=C2C1)C1=CC=C(C=C1)NC(=O)NC1=CC(=CC=C1)C(F)(F)F)=O)C ((R)-3-Methyl-2-(1-oxo-5-(4-(3-(3-(trifluoromethyl)phenyl)ureido)phenyl)isoindolin-2-yl)butanoic acid), O=C1N(CC2=CC(=CC=C12)C1=CC=C(C=C1)NC(=O)NC1=CC(=CC=C1)C(F)(F)F)CCC(=O)OCC (Ethyl 3-(1-oxo-5-(4-(3-(3-(trifluoromethyl)phenyl)ureido)phenyl)isoindolin-2-yl)propanoate). The product is O=C1N(CC2=CC(=CC=C12)C1=CC=C(C=C1)NC(=O)NC1=CC(=CC=C1)C(F)(F)F)CCC(=O)O (3-(1-Oxo-5-(4-(3-(3-(trifluoromethyl)phenyl)ureido)phenyl)isoindolin-2-yl)propanoic acid). Yield: 95.0%. Reaction SMILES: CC(C)[C@@H](N1CC2C(=CC=C(C3C=CC(NC(NC4C=CC=C(C(F)(F)F)C=4)=O)=CC=3)C=2)C1=O)C(O)=O.[O:38]=[C:39]1[C:47]2[C:42](=[CH:43][C:44]([C:48]3[CH:53]=[CH:52][C:51]([NH:54][C:55]([NH:57][C:58]4[CH:63]=[CH:62][CH:61]=[C:60]([C:64]([F:67])([F:66])[F:65])[CH:59]=4)=[O:56])=[CH:50][CH:49]=3)=[CH:45][CH:46]=2)[CH2:41][N:40]1[CH2:68][CH2:69][C:70]([O:72]CC)=[O:71]>>[O:38]=[C:39]1[C:47]2[C:42](=[CH:43][C:44]([C:48]3[CH:49]=[CH:50][C:51]([NH:54][C:55]([NH:57][C:58]4[CH:63]=[CH:62][CH:61]=[C:60]([C:64]([F:66])([F:65])[F:67])[CH:59]=4)=[O:56])=[CH:52][CH:53]=3)=[CH:45][CH:46]=2)[CH2:41][N:40]1[CH2:68][CH2:69][C:70]([OH:72])=[O:71]. Procedure: The compound of example 379 was prepared analogous to the compound of example 361 by hydrolysis of the compound of example 378. Yield: 71.0%. Reactants: ClCCCOC1=CC=2C=C3N(C2C=C1)[C@@H](CNC3=O)C ((R)-8-(3-chloro-propoxy)-4-methyl-3,4-dihydro-2H-pyrazino[1,2-a]indol-1-one), N1CCCCC1 (piperidine), C([O-])([O-])=O.[K+].[K+] (potassium carbonate), [I-].[K+] (potassium iodide). RXN SMILES: Cl[CH2:2][CH2:3][CH2:4][O:5][C:6]1[CH:14]=[CH:13][C:12]2[N:11]3[C@H:15]([CH3:20])[CH2:16][NH:17][C:18](=[O:19])[C:10]3=[CH:9][C:8]=2[CH:7]=1.[NH:21]1[CH2:26][CH2:25][CH2:24][CH2:23][CH2:22]1.C(=O)([O-])[O-].[K+].[K+].[I-].[K+]>>[CH3:20][C@H:15]1[N:11]2[C:12]3[CH:13]=[CH:14][C:6]([O:5][CH2:4][CH2:3][CH2:2][N:21]4[CH2:26][CH2:25][CH2:24][CH2:23][CH2:22]4)=[CH:7][C:8]=3[CH:9]=[C:10]2[C:18](=[O:19])[NH:17][CH2:16]1 |f:2.3.4,5.6|. The product is C[C@@H]1CNC(C=2N1C=1C=CC(=CC1C2)OCCCN2CCCCC2)=O ((R)-4-Methyl-8-(3-piperidin-1-yl-propoxy)-3,4-dihydro-2H-pyrazino[1,2-a]indol-1-one). Reported procedure: The title compound was synthesized in analogy to example 2, from (R)-8-(3-chloro-propoxy)-4-methyl-3,4-dihydro-2H-pyrazino[1,2-a]indol-1-one, piperidine (commercially available), potassium carbonate and potassium iodide, to give the desired product as a light yellow solid (71%). The reactants are [Si](C)(C)(C(C)(C)C)OCC(OCC)C1=NC2=C(C(=NC(=C2)C#N)C=2C=NC=C(C2)Cl)N1C[C@@H]1CC[C@H](CC1)C (2-(2-((tert-butyldimethylsilyl)oxy)-1-ethoxyethyl)-4-(5-chloropyridin-3-yl)-3-((trans-4-methylcyclohexyl)methyl)-3H-imidazo[4,5-c]pyridine-6-carbonitrile), CCCC[N+](CCCC)(CCCC)CCCC.[F-] (TBAF). The solvent is C1CCOC1 (THF), C(C)(=O)OCC (ethyl acetate). Conditions: temperature 0 celsius, time 25 minute. The product is ClC=1C=C(C=NC1)C1=NC(=CC2=C1N(C(=N2)C(CO)OCC)C[C@@H]2CC[C@H](CC2)C)C#N (4-(5-chloropyridin-3-yl)-2-(1-ethoxy-2-hydroxyethyl)-3-((trans-4-methylcyclohexyl)methyl)-3H-imidazo[4,5-c]pyridine-6-carbonitrile). Reaction SMILES: [Si]([O:8][CH2:9][CH:10]([C:14]1[N:31]([CH2:32][C@H:33]2[CH2:38][CH2:37][C@H:36]([CH3:39])[CH2:35][CH2:34]2)[C:17]2[C:18]([C:24]3[CH:25]=[N:26][CH:27]=[C:28]([Cl:30])[CH:29]=3)=[N:19][C:20]([C:22]#[N:23])=[CH:21][C:16]=2[N:15]=1)[O:11][CH2:12][CH3:13])(C(C)(C)C)(C)C.CCCC[N+](CCCC)(CCCC)CCCC.[F-]>C1COCC1.C(OCC)(=O)C>[Cl:30][C:28]1[CH:29]=[C:24]([C:18]2[C:17]3[N:31]([CH2:32][C@H:33]4[CH2:34][CH2:35][C@H:36]([CH3:39])[CH2:37][CH2:38]4)[C:14]([CH:10]([O:11][CH2:12][CH3:13])[CH2:9][OH:8])=[N:15][C:16]=3[CH:21]=[C:20]([C:22]#[N:23])[N:19]=2)[CH:25]=[N:26][CH:27]=1 |f:1.2|. Procedure: 2-(2-((tert-butyldimethylsilyl)oxy)-1-ethoxyethyl)-4-(5-chloropyridin-3-yl)-3-((trans-4-methylcyclohexyl)methyl)-3H-imidazo[4,5-c]pyridine-6-carbonitrile was dissolved in THF (3.9 mL) and cooled to 0° C. before adding TBAF (1M in THF, 1.5 mL). After stirring at 0° C. for 25 minutes, the reaction mixture was diluted with ethyl acetate and washed with water followed by brine. The organic layer was dried over sodium sulfate, filtered, and concentrated. The residue was purified by silica gel chromat...